describe an organic reaction: reactants, conditions, products, and yield From a dataset of the Open Reaction Database (ORD), a public repository of structured organic reaction records. Starting materials: C(C)(C)(C)NC(=O)C1=CNC=2C1=NC(=CN2)C=2C=CC=C1C=NN(C21)COCC[Si](C)(C)C (N-tert-butyl-2-(1-((2-(trimethylsilyl)ethoxy)methyl)-1H-indazol-7-yl)-5H-pyrrolo[3,2-b]pyrazine-7-carboxamide), Cl (HCl). Run in O1CCOCC1 (dioxane). Run at time 16 hour. Yields the product Cl.C(C)(C)(C)NC(=O)C1=CNC=2C1=NC(=CN2)C=2C=CC=C1C=NNC21 (N-tert-butyl-2-(1H-indazol-7-yl)-5H-pyrrolo[3,2-b]pyrazine-7-carboxamide hydrochloride). Isolated yield 21.0%. Reaction SMILES: [C:1]([NH:5][C:6]([C:8]1[C:12]2=[N:13][C:14]([C:17]3[CH:18]=[CH:19][CH:20]=[C:21]4[C:25]=3[N:24](COCC[Si](C)(C)C)[N:23]=[CH:22]4)=[CH:15][N:16]=[C:11]2[NH:10][CH:9]=1)=[O:7])([CH3:4])([CH3:3])[CH3:2].[ClH:34]>O1CCOCC1>[ClH:34].[C:1]([NH:5][C:6]([C:8]1[C:12]2=[N:13][C:14]([C:17]3[CH:18]=[CH:19][CH:20]=[C:21]4[C:25]=3[NH:24][N:23]=[CH:22]4)=[CH:15][N:16]=[C:11]2[NH:10][CH:9]=1)=[O:7])([CH3:4])([CH3:2])[CH3:3] |f:3.4|. Reported procedure: To a stirred solution of N-tert-butyl-2-(1-((2-(trimethylsilyl)ethoxy)methyl)-1H-indazol-7-yl)-5H-pyrrolo[3,2-b]pyrazine-7-carboxamide (120 mg, 0.258 mmol) in dioxane (20 mL) was bubbled HCl gas until saturation and the reaction stirred at room temperature for 16 hours. Reaction mixture was concentrated and the residue purified by preparative-HPLC (Gemini 5u C18 150×21.2 mm; inject volume: 3 mL/inj, flow rate: 20 mL/min; wavelength: 214 nm and 254 nm; the gradient conditions are: 40% acetonitril... Starting materials: C(CC(=O)O)(=O)O (Malonic acid), dicarboxylic acid, C1CCNC(C1)C(=O)O (DL-pipecolic acid), C(CC(=O)OC)(=O)OC (dimethyl malonate), CI (methyl iodide), mono-sodio, diester, [K] (potassium), dimethyl esters, Amino acid p-nitroanilides, CC(C(=O)O)(C(=O)O)C (dimethylmalonic acid). The solvent is CO (methanol). The product is CC(C(=O)OC)C(=O)OC (Dimethyl methylmalonate), monomethyl ester, C(C)C(C(=O)O)(C(=O)O)CC (diethylmalonic acid). Reaction SMILES: [CH2:1]1[CH2:6][CH:5]([C:7]([OH:9])=[O:8])NCC1.C(O)(=O)C[C:12]([OH:14])=[O:13].[CH3:17][C:18](C)(C(O)=O)C(O)=O.[C:26]([O:33][CH3:34])(=[O:32])[CH2:27][C:28]([O:30][CH3:31])=[O:29].CI.[K]>CO>[CH3:1][CH:27]([C:26]([O:33][CH3:34])=[O:32])[C:28]([O:30][CH3:31])=[O:29].[CH2:17]([C:5]([CH2:6][CH3:1])([C:7]([OH:9])=[O:8])[C:12]([OH:14])=[O:13])[CH3:18] |^1:36|. Procedure: 1H NMR spectra were recorded on Bruker AM 100 and Bruker AM 400 spectrometers. As an internal standard the residual solvent peak was used. Chemical shifts are given in part per million (ppm). Optical rotations were measured on a Perkin Elmer 241 polarimeter in a 10 cm cuvette at room temperature. Melting points were determined with a Büchi melting point apparatus (Tottoli). TLC was performed on Merck SILICAGEL 60F254 plates, and column chromatography on Merck KIESELGEL 60, 70-230 Mesh ASTM. Spot... Reactants: O (Water), CC1=CC=CC=2N(C(=NC21)CCC)CC2=CC1=C(/C(/C3=C(OC1)C=CC=C3)=C\C(=O)O)C=C2 ((E)-2-[8-(4-Methyl-2-propylbenzimidazol-1-yl)methyl-6,11-dihydrodibenzo[b,e]oxepin-11-ylidene]acetic acid), O.NN (hydrazine monohydrate), N,N′-carbonyldiimidazole. The solvent is C1CCOC1 (THF), ClCCl (dichloromethane). Reaction conditions: time 4 hour. Yields the product CC1=CC=CC=2N(C(=NC21)CCC)CC2=CC1=C(/C(/C3=C(OC1)C=CC=C3)=C\C(=O)NN)C=C2 ((E)-2-[8-(4-methyl-2-propylbenzimidazol-1-yl)methyl-6,11-dihydrodibenzo[b,e]oxepin-11-ylidene]acetohydrazide). Isolated yield 100.0%. As a reaction SMILES: [CH3:1][C:2]1[C:10]2[N:9]=[C:8]([CH2:11][CH2:12][CH3:13])[N:7]([CH2:14][C:15]3[CH:33]=[CH:32][C:18]4/[C:19](=[CH:28]\[C:29](O)=O)/[C:20]5[CH:27]=[CH:26][CH:25]=[CH:24][C:21]=5O[CH2:23][C:17]=4[CH:16]=3)[C:6]=2[CH:5]=[CH:4][CH:3]=1.[OH2:34].[NH2:35][NH2:36].[OH2:37]>C1COCC1.ClCCl>[CH3:1][C:2]1[C:10]2[N:9]=[C:8]([CH2:11][CH2:12][CH3:13])[N:7]([CH2:14][C:15]3[CH:33]=[CH:32][C:18]4/[C:19](=[CH:28]\[C:29]([NH:35][NH2:36])=[O:37])/[C:20]5[CH:21]=[CH:24][CH:25]=[CH:26][C:27]=5[O:34][CH2:23][C:17]=4[CH:16]=3)[C:6]=2[CH:5]=[CH:4][CH:3]=1 |f:1.2|. Reported procedure: [step 1] (E)-2-[8-(4-Methyl-2-propylbenzimidazol-1-yl)methyl-6,11-dihydrodibenzo[b,e]oxepin-11-ylidene]acetic acid (300 mg, 0.68 mmol) obtained in Example 105, step 1 was dissolved in THF (6.8 mL) and dichloromethane (6 mL), N,N′-carbonyldiimidazole (444 mg, 2.74 mmol) was added, and the mixture was stirred at room temperature for 4 hr. To the mixture was added hydrazine monohydrate (0.33 mL, 6.84 mmol), and the mixture was stirred at room temperature for 5 hr. Water was added to the mixture, an... Starting materials: Cl, COc1cc(N)c2ncccc2c1Oc1ccc(F)cc1F, O=N[O-], [Na+], [Na+], [OH-], O. Product: COc1ccc2ncccc2c1Oc1ccc(F)cc1F. Reaction SMILES: [ClH:1].[F:2][c:3]1[c:4]([O:5][c:6]2[c:7]3[cH:8][cH:9][cH:10][n:11][c:12]3[c:13]([NH2:18])[cH:14][c:15]2[O:16][CH3:17])[cH:19][cH:20][c:21]([F:23])[cH:22]1.[N:24]([O-:25])=[O:26].[Na+:27].[Na+:29].[OH-:28].[OH2:30]>>[F:2][c:3]1[c:4]([O:5][c:6]2[c:7]3[cH:8][cH:9][cH:10][n:11][c:12]3[cH:13][cH:14][c:15]2[O:16][CH3:17])[cH:19][cH:20][c:21]([F:23])[cH:22]1. The reactants are NC1=C(C(=O)NCC2=CC(=C(C=C2)Cl)Cl)C=CC=C1 (2-amino-N-(3,4-dichlorobenzyl)benzamide), P12(=S)SP3(=S)SP(=S)(S1)SP(=S)(S2)S3 (phosphorus pentasulfide), C([O-])(O)=O.[Na+] (sodium bicarbonate). The solvent is O1CCOCC1 (dioxane). Conditions: time 5 hour. Yields the product NC1=C(C=CC=C1)C(NCC1=CC(=C(C=C1)Cl)Cl)=S (2-amino-N-(3,4-dichlorobenzyl)benzenecarbothioamide). The yield is 47.0%. Reaction SMILES: [NH2:1][C:2]1[CH:19]=[CH:18][CH:17]=[CH:16][C:3]=1[C:4]([NH:6][CH2:7][C:8]1[CH:13]=[CH:12][C:11]([Cl:14])=[C:10]([Cl:15])[CH:9]=1)=O.P12(SP3(SP(SP(S3)(S1)=S)(=S)S2)=S)=[S:21].C(=O)(O)[O-].[Na+]>O1CCOCC1>[NH2:1][C:2]1[CH:19]=[CH:18][CH:17]=[CH:16][C:3]=1[C:4](=[S:21])[NH:6][CH2:7][C:8]1[CH:13]=[CH:12][C:11]([Cl:14])=[C:10]([Cl:15])[CH:9]=1 |f:2.3|. Procedure details: A mixture of 2-amino-N-(3,4-dichlorobenzyl)benzamide (3.5 g) and phosphorus pentasulfide (4.74 g) in dioxane (56 ml) was stirred at room temperature for 5 hours. The reaction mixture was poured into an aqueous sodium bicarbonate and extracted with ethyl acetate. The extract was washed with water and dried. Evaporation of the solvent gave a residue, which was chromatographed on silica gel. Elution with chloroform followed by recrystallization from isopropyl ether gave 2-amino-N-(3,4-dichlorobenzy...